Task: describe an organic reaction: reactants, conditions, products, and yield. Dataset: the Open Reaction Database (ORD), a public repository of structured organic reaction records The reactants are C(C=C)C=1C(=C(C=CC1)C(C)=O)O (3'-allyl-2'-hydroxyacetophenone), FC1=C(C(=O)Cl)C=CC=C1 (2-fluorobenzoyl chloride), [OH-].[K+] (potassium hydroxide), C1(=CC=C(C=C1)S(=O)(=O)O)C (p-toluenesulphonic acid). The reagents and catalysts are S([O-])(O)(=O)=O.C(CCC)[N+](CCCC)(CCCC)CCCC (tetra-n-butylammonium bisulfate). Run in C1=CC=CC=C1 (benzene), C1=CC=CC=C1 (benzene), O (water). Conditions: temperature 80 celsius. Yields the product C(C=C)C1=CC=CC=2C(C=C(OC21)C2=C(C=CC=C2)F)=O (8-allyl-2-(2-fluorophenyl)-4H-benzopyran-4-one). The yield is 58.3%. Reaction SMILES: [CH2:1]([C:4]1[C:5]([OH:13])=[C:6]([C:10](=[O:12])[CH3:11])[CH:7]=[CH:8][CH:9]=1)[CH:2]=[CH2:3].[F:14][C:15]1[CH:23]=[CH:22][CH:21]=[CH:20][C:16]=1[C:17](Cl)=O.[OH-].[K+].C1(C)C=CC(S(O)(=O)=O)=CC=1>S(=O)(=O)(O)[O-].C([N+](CCCC)(CCCC)CCCC)CCC.O.C1C=CC=CC=1>[CH2:1]([C:4]1[C:5]2[O:13][C:17]([C:16]3[CH:20]=[CH:21][CH:22]=[CH:23][C:15]=3[F:14])=[CH:11][C:10](=[O:12])[C:6]=2[CH:7]=[CH:8][CH:9]=1)[CH:2]=[CH2:3] |f:2.3,5.6|. Procedure details: A mixture of 0.528 g (3 mmol) of 3'-allyl-2'-hydroxyacetophenone, 0.57 g (3.6 mmol) of 2-fluorobenzoyl chloride, 0.509 g (1.5 mmol) of tetra-n-butylammonium bisulfate, 20 ml of 10% aqueous potassium hydroxide and 20 ml of benzene was heated at 80° C. for 3 hours. The layers were separated and the benzene layer washed thoroughly with water (3×20 ml) and the water removed from the benzene layer by azeotropic distillation. The resulting residue was treated with 1.7 g (9 mmol) of p-toluenesulphonic ... Starting materials: FC(C1=NC2=C(N1C1=NC(=NC(=N1)N1CCOCC1)N(C1CCN(CC1)C(=O)OC(C)(C)C)CCCO)C=CC=C2)F (tert-butyl 4-[[4-[2-(difluoromethyl)-1H-benzimidazol-1-yl]-6-(4-morpholinyl)-1,3,5-triazin-2-yl](3-hydroxypropyl)amino]-1-piperidinecarboxylate), CS(=O)(=O)Cl (methanesulfonyl chloride), CNC (dimethylamine). Product: FC(C1=NC2=C(N1C1=NC(=NC(=N1)N1CCOCC1)N(C1CCN(CC1)C(=O)OC(C)(C)C)CCCN(C)C)C=CC=C2)F (tert-butyl 4-{[4-[2-(difluoromethyl)-1H-benzimidazol-1-yl]-6-(4-morpholinyl)-1,3,5-triazin-2-yl][3-(dimethylamino)propyl]amino}-1-piperidinecarboxylate). Isolated yield 95.0%. RXN SMILES: [F:1][CH:2]([F:42])[C:3]1[N:7]([C:8]2[N:13]=[C:12]([N:14]3[CH2:19][CH2:18][O:17][CH2:16][CH2:15]3)[N:11]=[C:10]([N:20]([CH2:34][CH2:35][CH2:36]O)[CH:21]3[CH2:26][CH2:25][N:24]([C:27]([O:29][C:30]([CH3:33])([CH3:32])[CH3:31])=[O:28])[CH2:23][CH2:22]3)[N:9]=2)[C:6]2[CH:38]=[CH:39][CH:40]=[CH:41][C:5]=2[N:4]=1.CS(Cl)(=O)=O.[CH3:48][NH:49][CH3:50]>>[F:1][CH:2]([F:42])[C:3]1[N:7]([C:8]2[N:13]=[C:12]([N:14]3[CH2:19][CH2:18][O:17][CH2:16][CH2:15]3)[N:11]=[C:10]([N:20]([CH2:34][CH2:35][CH2:36][N:49]([CH3:50])[CH3:48])[CH:21]3[CH2:26][CH2:25][N:24]([C:27]([O:29][C:30]([CH3:33])([CH3:32])[CH3:31])=[O:28])[CH2:23][CH2:22]3)[N:9]=2)[C:6]2[CH:38]=[CH:39][CH:40]=[CH:41][C:5]=2[N:4]=1. Reported procedure: Reaction of the above alcohol with methanesulfonyl chloride and aqueous dimethylamine as in Example 21 gave tert-butyl 4-{[4-[2-(difluoromethyl)-1H-benzimidazol-1-yl]-6-(4-morpholinyl)-1,3,5-triazin-2-yl][3-(dimethylamino)propyl]amino}-1-piperidinecarboxylate in 95% yield: mp (CH2Cl2/hexanes) 190-191° C.; 1H NMR (DMSO-d6) (rotamers) δ 8.41 and 8.35 (2d, J=7.6, 8.2 Hz, 1H), 7.85 (d, J=9 Hz, 1H), 7.81 and 7.74 (2t, JHF=53.0, 52.9 Hz, 1H), 7.54-7.41 (m, 2H), 4.72-4.63 and 4.56-4.48 (2m, 1H), 4.14-4... Conditions: time 15 minute. Product: hexanes ethyl acetate, OC1=CC=C(C=C1)C(C=C)=O (1-(4-hydroxyphenyl)prop-2-en-1-one). Yield: 40.8%. Reaction SMILES: [CH3:1][C:2]([C:4]1[CH:5]=[CH:6][C:7]([OH:10])=[CH:8][CH:9]=1)=[O:3].C=O.F[C:14](F)(F)C([O-])=O.C[NH2+]C1C=CC=CC=1.C(OCC)C>C1COCC1>[OH:10][C:7]1[CH:8]=[CH:9][C:4]([C:2](=[O:3])[CH:1]=[CH2:14])=[CH:5][CH:6]=1 |f:2.3|. Reactants: C(C)OCC (diethyl ether), CC(=O)C=1C=CC(=CC1)O (4-hydroxyacetophenone), C=O (paraformaldehyde), FC(C(=O)[O-])(F)F.C[NH2+]C1=CC=CC=C1 (N-methylanilinium trifluoroacetate). Run in C1CCOC1 (THF). Reported procedure: The mixture of 4-hydroxyacetophenone (2.719 g, 20 mmol), paraformaldehyde (2.702 g, 90 mmol) and N-methylanilinium trifluoroacetate (6.603 g, 30 mmol) in 20 mL of anhydrous THF was refluxed for 3.5 h and cooled to room temperature. To the red solution was added 60 mL of diethyl ether and the mixture was vigorously stirred for 15 min. The resultant yellow solution was decanted and residual brown-red sticky mud was repeatedly extracted with 50 mL portions of diethyl ether until it turned into yell... The reactants are [F-].C(CCC)[N+](CCCC)(CCCC)CCCC (tetrabutylammonium fluoride), C(C)(C)(C)[Si](C)(C)OCC1=CC(=CC=C1)SC1CCCC1 (tert-butyl{[3-(cyclopentylthio)benzyl]oxy}dimethylsilane). Run in C1CCOC1 (THF), C1CCOC1 (THF). Reaction conditions: time 18 hour. The product is C1(CCCC1)SC=1C=C(C=CC1)CO ([3-(Cyclopentylthio)phenyl]methanol). Isolated yield 92.3%. RXN SMILES: [F-].C([N+](CCCC)(CCCC)CCCC)CCC.C([Si]([O:26][CH2:27][C:28]1[CH:33]=[CH:32][CH:31]=[C:30]([S:34][CH:35]2[CH2:39][CH2:38][CH2:37][CH2:36]2)[CH:29]=1)(C)C)(C)(C)C>C1COCC1>[CH:35]1([S:34][C:30]2[CH:29]=[C:28]([CH2:27][OH:26])[CH:33]=[CH:32][CH:31]=2)[CH2:39][CH2:38][CH2:37][CH2:36]1 |f:0.1|. Procedure: A solution of tetrabutylammonium fluoride in THF (1 M, 6 ml) was added to a solution of tert-butyl{[3-(cyclopentylthio)benzyl]oxy}dimethylsilane (1.09 g) in dry THF (10 ml). The solution was stirred for 18 h under nitrogen and the solvent was evaporated in vacuo. The residue was partitioned between dichloromethane and water. The organic phase was separated and washed with water. The organic phase was separated and the solvent evaporated in vacuo. The residue was purified on a 10 g silica SPE car...